From a dataset of the Open Reaction Database (ORD), a public repository of structured organic reaction records. describe an organic reaction: reactants, conditions, products, and yield The reactants are ClC1=C(C=C(C=C1)S(=O)(=O)N1CCCCC2=C1C=CC=C2)N2C(NC=1C2=NC(=CC1C)C#N)=O (3-[2-chloro-5-(2,3,4,5-tetrahydro-1H-1-benzoazepin-1-ylsulfonyl)-phenyl]-5-cyano-7-methyl-1,3-dihydro-2H-imidazo[4,5-b]pyridin-2-one), [Cl-].[NH4+] (ammonium chloride), [N-]=[N+]=[N-].[Na+] (sodium azide), O (water). Run in CN(C=O)C (N,N-dimethylformamide), C(C)(=O)OCC (ethyl acetate). Conditions: temperature 60 celsius, time 1 hour. The product is ClC1=C(C=C(C=C1)S(=O)(=O)N1CCCCC2=C1C=CC=C2)N2C(NC=1C2=NC(=CC1C)C1=NN=NN1)=O (3-[2-Chloro-5-(2,3,4,5-tetrahydro-1H-1-benzoazepin-1-ylsulfonyl)phenyl]-7-methyl-5-(tetrazol-5-yl)-1,3-dihydro-2H-imidazo[4,5-b]pyridin-2-one). Yield: 64.6%. RXN SMILES: [Cl:1][C:2]1[CH:7]=[CH:6][C:5]([S:8]([N:11]2[C:17]3[CH:18]=[CH:19][CH:20]=[CH:21][C:16]=3[CH2:15][CH2:14][CH2:13][CH2:12]2)(=[O:10])=[O:9])=[CH:4][C:3]=1[N:22]1[C:26]2=[N:27][C:28]([C:32]#[N:33])=[CH:29][C:30]([CH3:31])=[C:25]2[NH:24][C:23]1=[O:34].[Cl-].[NH4+].[N-:37]=[N+:38]=[N-:39].[Na+].O>CN(C)C=O.C(OCC)(=O)C>[Cl:1][C:2]1[CH:7]=[CH:6][C:5]([S:8]([N:11]2[C:17]3[CH:18]=[CH:19][CH:20]=[CH:21][C:16]=3[CH2:15][CH2:14][CH2:13][CH2:12]2)(=[O:10])=[O:9])=[CH:4][C:3]=1[N:22]1[C:26]2=[N:27][C:28]([C:32]3[NH:39][N:38]=[N:37][N:33]=3)=[CH:29][C:30]([CH3:31])=[C:25]2[NH:24][C:23]1=[O:34] |f:1.2,3.4|. Procedure details: To a solution of 3-[2-chloro-5-(2,3,4,5-tetrahydro-1H-1-benzoazepin-1-ylsulfonyl)-phenyl]-5-cyano-7-methyl-1,3-dihydro-2H-imidazo[4,5-b]pyridin-2-one (47 mg) in N,N-dimethylformamide (1.5 mL) were added ammonium chloride (0.1 g) and sodium azide (0.12 g), and the mixture was stirred at 60° C. for 1 hour, and then stirred at 120° C. for 3 hours. The reaction mixture was cooled to room temperature, and diluted with ethyl acetate. To the mixture was added water, and the organic layer was separated.... Starting materials: [OH-].[Na+] (sodium hydroxide), C(C)O (ethanol), C(C)(C)C(C(=O)OCC)C(C#C)C (ethyl 2-isopropyl-3-methyl-4-pentynoate). Run in O (water), O (water). Reaction conditions: time 3 day. The product is C(C)(C)C(C(=O)O)C(C#C)C (2-isopropyl-3-methyl-4-pentynoic acid). Yield: 80.0%. Reaction SMILES: [CH:1]([CH:4]([CH:10]([CH3:13])[C:11]#[CH:12])[C:5]([O:7]CC)=[O:6])([CH3:3])[CH3:2].[OH-].[Na+].C(O)C>O>[CH:1]([CH:4]([CH:10]([CH3:13])[C:11]#[CH:12])[C:5]([OH:7])=[O:6])([CH3:3])[CH3:2] |f:1.2|. Procedure: A 250 milliliter flask was equipped with a magnetic stirrer, reflux condenser and nitrogen inlet. Into the flask was added 8.44 grams (0.05 mol) of ethyl 2-isopropyl-3-methyl-4-pentynoate prepared in Part B, 5.56 grams (0.14 mol) of sodium hydroxide, 20 milliliters of ethanol and 20 milliliters of water. Following three days of continuous refluxing and stirring under nitrogen, the reaction mixture was cooled to room temperature, diluted with three times its volume of water and extracted twice wi...